Dataset: the Open Reaction Database (ORD), a public repository of structured organic reaction records. Task: describe an organic reaction: reactants, conditions, products, and yield The reactants are CO (methanol), CC=C(C)C (iso-amylene), C5. The product is CC=C(C)C (iso-amylene), COC(C)(C)CC (tert. amyl methyl ether). As a reaction SMILES: [CH3:1][CH:2]=[C:3]([CH3:5])[CH3:4].[CH3:6][OH:7]>>[CH3:1][CH:2]=[C:3]([CH3:5])[CH3:4].[CH3:6][O:7][C:3]([CH2:2][CH3:1])([CH3:5])[CH3:4]. Reported procedure: In the described apparatus runs were carried out using a C5 -cut containing 8.5 w% iso-amylene (2-methyl-butene-1 and 2-methyl-butene-2), 4.250 g/h of C5 -cut were charged through line 10 into reactor stage 13, and 205 g/h of methanol (methanol/isoamylene mole ratio 1.24:1) were charged through line 14, 15, 16, LHSV approx. 2.5 g/h. Using the pumps 20 and 27 the recycle stream was maintained, as before, at 20 1/h each. The reaction pressure was 10 bar, the temperature was 60° C. Under these cond... Starting materials: CC(C)(C)OC(=O)N1CCC2C(C1)c1cc(Br)cc3c1N2CC3, COc1ccc(B(O)O)cc1OC. The product is COc1ccc(-c2cc3c4c(c2)C2CN(C(=O)OC(C)(C)C)CCC2N4CC3)cc1OC. Reaction SMILES: [Br:1][c:2]1[cH:3][c:4]2[c:8]3[c:9]([cH:10]1)[CH2:11][CH2:12][N:7]3[CH:6]1[CH:5]2[CH2:16][N:15]([C:17](=[O:18])[O:19][C:20]([CH3:21])([CH3:22])[CH3:23])[CH2:14][CH2:13]1.[CH3:24][O:25][c:26]1[cH:27][c:28]([B:34]([OH:35])[OH:36])[cH:29][cH:30][c:31]1[O:32][CH3:33]>>[c:2]1(-[c:28]2[cH:27][c:26]([O:25][CH3:24])[c:31]([O:32][CH3:33])[cH:30][cH:29]2)[cH:3][c:4]2[c:8]3[c:9]([cH:10]1)[CH2:11][CH2:12][N:7]3[CH:6]1[CH:5]2[CH2:16][N:15]([C:17](=[O:18])[O:19][C:20]([CH3:21])([CH3:22])[CH3:23])[CH2:14][CH2:13]1. Procedure details: 1.5 M of H2NOH in MeOH (0.75 ml) was added inTo a solution of methyl(1S,2S,5R)-5-[(1-acetylpiperidin-4-yl)oxy]-2-[(4-phenylpiperazin-1-yl)carbonyl]cyclohexane-carboxylate (0.1 mmol, 0.0001 mol) in 0.5 ml of MeOH. It was stirred at rt for 2 hrs. It was purified by Prep-HPLC. LCMS: (M+H)+=473.1. Run in CO (MeOH), CO (MeOH). Run at time 2 hour. The reactants are NO (H2NOH), C(C)(=O)N1CCC(CC1)O[C@@H]1CC[C@@H]([C@H](C1)C(=O)OC)C(=O)N1CCN(CC1)C1=CC=CC=C1 (methyl(1S,2S,5R)-5-[(1-acetylpiperidin-4-yl)oxy]-2-[(4-phenylpiperazin-1-yl)carbonyl]cyclohexane-carboxylate). RXN SMILES: [NH2:1][OH:2].[C:3]([N:6]1[CH2:11][CH2:10][CH:9]([O:12][C@H:13]2[CH2:18][C@H:17]([C:19]([O:21]C)=O)[C@@H:16]([C:23]([N:25]3[CH2:30][CH2:29][N:28]([C:31]4[CH:36]=[CH:35][CH:34]=[CH:33][CH:32]=4)[CH2:27][CH2:26]3)=[O:24])[CH2:15][CH2:14]2)[CH2:8][CH2:7]1)(=[O:5])[CH3:4]>CO>[C:3]([N:6]1[CH2:7][CH2:8][CH:9]([O:12][C@H:13]2[CH2:18][C@H:17]([C:19]([NH:1][OH:2])=[O:21])[C@@H:16]([C:23]([N:25]3[CH2:30][CH2:29][N:28]([C:31]4[CH:36]=[CH:35][CH:34]=[CH:33][CH:32]=4)[CH2:27][CH2:26]3)=[O:24])[CH2:15][CH2:14]2)[CH2:10][CH2:11]1)(=[O:5])[CH3:4]. Product: C(C)(=O)N1CCC(CC1)O[C@@H]1CC[C@@H]([C@H](C1)C(=O)NO)C(=O)N1CCN(CC1)C1=CC=CC=C1 ((1S,2S,5R)-5-[(1-acetylpiperidin-4-yl)oxy]-N-hydroxy-2-[(4-phenylpiperazin-1-yl)carbonyl]cyclohexanecarboxamide).